This data is from the Open Reaction Database (ORD), a public repository of structured organic reaction records. The task is: describe an organic reaction: reactants, conditions, products, and yield Starting materials: [Cl-], [NH4+], CCOC(=O)N=NC(=O)OCC, C1CCOC1, CC(Cn1ncc2ccc(O)c(N(C)CCO)c21)NC(=O)OCc1ccccc1. Product: CC(Cn1ncc2ccc3c(c21)N(C)CCO3)NC(=O)OCc1ccccc1. As a reaction SMILES: [Cl-:42].[NH4+:43].[O:30]=[C:31]([O:32][CH2:33][CH3:34])[N:35]=[N:36][C:37]([O:38][CH2:39][CH3:40])=[O:41].[O:44]1[CH2:45][CH2:46][CH2:47][CH2:48]1.[OH:1][c:2]1[cH:3][cH:4][c:5]2[cH:6][n:7][n:8]([CH2:16][CH:17]([CH3:18])[NH:19][C:20]([O:21][CH2:22][c:23]3[cH:24][cH:25][cH:26][cH:27][cH:28]3)=[O:29])[c:9]2[c:10]1[N:11]([CH3:12])[CH2:13][CH2:14][OH:15]>>[c:2]12[cH:3][cH:4][c:5]3[cH:6][n:7][n:8]([CH2:16][CH:17]([CH3:18])[NH:19][C:20]([O:21][CH2:22][c:23]4[cH:24][cH:25][cH:26][cH:27][cH:28]4)=[O:29])[c:9]3[c:10]1[N:11]([CH3:12])[CH2:13][CH2:14][O:15]2. Starting materials: C1CCOC1 (THF), C(C)(C)NC(C)C (diisopropylamine), C[Si](C)(C)C#C (trimethylsilylacetylene), COC(=O)C=1C(=C(C=2N(C1)C(=CN2)I)F)NC2=C(C=C(C=C2)C)F (8-fluoro-7-(2-fluoro-4-methylphenylamino)-3-iodo-imidazo[1,2-a]pyridine-6-carboxylic acid methyl ester). The reagents and catalysts are [Cu]I (CuI), Cl[Pd]([P](C1=CC=CC=C1)(C2=CC=CC=C2)C3=CC=CC=C3)([P](C4=CC=CC=C4)(C5=CC=CC=C5)C6=CC=CC=C6)Cl (PdCl2(PPh3)2). Run in C(C)(=O)OCC (ethyl acetate). Run at time 16 hour. Product: COC(=O)C=1C(=C(C=2N(C1)C(=CN2)C#C[Si](C)(C)C)F)NC2=C(C=C(C=C2)C)F (8-fluoro-7-(2-fluoro-4-methylphenylamino)-3-trimethylsilanylethynyl-imidazo[1,2-a]pyridine-6-carboxylic acid methyl ester). Isolated yield 31.5%. Reaction SMILES: C1COCC1.C(NC(C)C)(C)C.[CH3:13][Si:14]([C:17]#[CH:18])([CH3:16])[CH3:15].[CH3:19][O:20][C:21]([C:23]1[C:24]([NH:34][C:35]2[CH:40]=[CH:39][C:38]([CH3:41])=[CH:37][C:36]=2[F:42])=[C:25]([F:33])[C:26]2[N:27]([C:29](I)=[CH:30][N:31]=2)[CH:28]=1)=[O:22]>C(OCC)(=O)C.[Cu]I.Cl[Pd](Cl)([P](C1C=CC=CC=1)(C1C=CC=CC=1)C1C=CC=CC=1)[P](C1C=CC=CC=1)(C1C=CC=CC=1)C1C=CC=CC=1>[CH3:19][O:20][C:21]([C:23]1[C:24]([NH:34][C:35]2[CH:40]=[CH:39][C:38]([CH3:41])=[CH:37][C:36]=2[F:42])=[C:25]([F:33])[C:26]2[N:27]([C:29]([C:18]#[C:17][Si:14]([CH3:16])([CH3:15])[CH3:13])=[CH:30][N:31]=2)[CH:28]=1)=[O:22] |^1:53,72|. Procedure: THF (1.0 mL), diisopropylamine (95 μL, 0.68 mmol) and trimethylsilylacetylene (38 μL, 0.27 mmol) were added to a mixture of 8-fluoro-7-(2-fluoro-4-methylphenylamino)-3-iodo-imidazo[1,2-a]pyridine-6-carboxylic acid methyl ester (100 mg, 0.23 mmol), CuI (4.0 mg, 0.023 mmol) and PdCl2(PPh3)2 (16 mg, 0.023 mmol). The solution was stirred at room temperature for 16 hours. The reaction was diluted with ethyl acetate, washed with saturated NaHCO3 (3×), brine (2×), dried over Na2SO4 and concentrated to ... Reactants: [Br-], C#CCBr, C1CCOC1, CCCC[N+](CCCC)(CCCC)CCCC, CCOC(C)=O, [K+], O=C1CNC(=O)N1, [OH-]. The product is C#CCN1C(=O)CNC1=O. As a reaction SMILES: [Br-:19].[CH2:10]([C:11]#[CH:12])[Br:13].[CH2:14]1[O:15][CH2:16][CH2:17][CH2:18]1.[CH3:20][CH2:21][CH2:22][CH2:23][N+:24]([CH2:25][CH2:26][CH2:27][CH3:28])([CH2:29][CH2:30][CH2:31][CH3:32])[CH2:33][CH2:34][CH2:35][CH3:36].[CH3:37][CH2:38][O:39][C:40]([CH3:41])=[O:42].[K+:9].[O:1]=[C:2]1[CH2:3][NH:4][C:5](=[O:6])[NH:7]1.[OH-:8]>>[O:1]=[C:2]1[CH2:3][NH:4][C:5](=[O:6])[N:7]1[CH2:12][C:11]#[CH:10]. Starting materials: O=C(O)c1ccc(=O)n(Cc2ccccc2)c1, NCc1cn(-c2ccccc2)c2cc(Cl)ccc2c1=O. The product is O=C(NCc1cn(-c2ccccc2)c2cc(Cl)ccc2c1=O)c1ccc(=O)n(Cc2ccccc2)c1. As a reaction SMILES: [CH2:21]([c:22]1[cH:23][cH:24][cH:25][cH:26][cH:27]1)[n:28]1[cH:29][c:30]([C:35](=[O:36])[OH:37])[cH:31][cH:32][c:33]1=[O:34].[NH2:1][CH2:2][c:3]1[cH:4][n:5](-[c:15]2[cH:16][cH:17][cH:18][cH:19][cH:20]2)[c:6]2[cH:7][c:8]([Cl:14])[cH:9][cH:10][c:11]2[c:12]1=[O:13]>>[NH:1]([CH2:2][c:3]1[cH:4][n:5](-[c:15]2[cH:16][cH:17][cH:18][cH:19][cH:20]2)[c:6]2[cH:7][c:8]([Cl:14])[cH:9][cH:10][c:11]2[c:12]1=[O:13])[C:35]([c:30]1[cH:29][n:28]([CH2:21][c:22]2[cH:23][cH:24][cH:25][cH:26][cH:27]2)[c:33](=[O:34])[cH:32][cH:31]1)=[O:36]. Reactants: [Br-], O=Cc1c(-c2ccccc2)c2cc(Br)ccc2c(=O)n1Cc1ccccc1, C1CCOC1, C[Mg+], O. The product is CC(O)c1c(-c2ccccc2)c2cc(Br)ccc2c(=O)n1Cc1ccccc1. Reaction SMILES: [Br-:28].[CH2:1]([c:2]1[cH:3][cH:4][cH:5][cH:6][cH:7]1)[n:8]1[c:9](=[O:27])[c:10]2[cH:11][cH:12][c:13]([Br:26])[cH:14][c:15]2[c:16](-[c:20]2[cH:21][cH:22][cH:23][cH:24][cH:25]2)[c:17]1[CH:18]=[O:19].[CH2:32]1[O:33][CH2:34][CH2:35][CH2:36]1.[CH3:29][Mg+:30].[OH2:31]>>[CH2:1]([c:2]1[cH:3][cH:4][cH:5][cH:6][cH:7]1)[n:8]1[c:9](=[O:27])[c:10]2[cH:11][cH:12][c:13]([Br:26])[cH:14][c:15]2[c:16](-[c:20]2[cH:21][cH:22][cH:23][cH:24][cH:25]2)[c:17]1[CH:18]([OH:19])[CH3:29]. Reactants: C[C@@H]1C[C@@H]([C@@H]2[C@H](C[C@H]([C@@](O2)(C(=O)C(=O)N3CCCC[C@H]3C(=O)O[C@@H]([C@@H]([C@H](CC(=O)[C@@H](/C=C(/C1)\C)CC=C)O)C)/C(=C/[C@@H]4CC[C@H]([C@@H](C4)OC)O)/C)O)C)OC)OC (FR-900506). The reagents and catalysts are [Pd] (palladium on carbon). Run in C(C)(=O)OCC (ethyl acetate). Yields the product OC12C(C(N3CCCCC3C(OC(C(C(CC(C(C=C(CC(CC(C(C(CC1C)OC)O2)OC)C)C)CCC)=O)O)C)C(=CC2CC(C(CC2)O)OC)C)=O)=O)=O (1,14-dihydroxy-12-[2-(4-hydroxy-3-methoxycyclohexyl)-1-methylvinyl]-23,25-dimethoxy-13,19,21,27-tetramethyl-17-propyl-11,28-dioxa-4-azatricyclo[22.3.1.04,9 ]octacos-18-ene-2,3,10,16-tetraone). RXN SMILES: [CH3:1][C@H:2]1[CH2:33][C:32]([CH3:34])=[CH:31][C@@H:30]([CH2:35][CH:36]=[CH2:37])[C:28](=[O:29])[CH2:27][C@H:26]([OH:38])[C@@H:25]([CH3:39])[C@@H:24](/[C:40](/[CH3:51])=[CH:41]/[C@H:42]2[CH2:47][C@@H:46]([O:48][CH3:49])[C@H:45]([OH:50])[CH2:44][CH2:43]2)[O:23][C:21](=[O:22])[C@H:20]2[N:15]([CH2:16][CH2:17][CH2:18][CH2:19]2)[C:13](=[O:14])[C:11](=[O:12])[C@:9]2([OH:52])[O:10][C@@H:5]([C@@H:6]([O:54][CH3:55])[CH2:7][C@H:8]2[CH3:53])[C@@H:4]([O:56][CH3:57])[CH2:3]1>C(OCC)(=O)C.[Pd]>[OH:52][C:9]12[O:10][CH:5]([CH:6]([O:54][CH3:55])[CH2:7][CH:8]1[CH3:53])[CH:4]([O:56][CH3:57])[CH2:3][CH:2]([CH3:1])[CH2:33][C:32]([CH3:34])=[CH:31][CH:30]([CH2:35][CH2:36][CH3:37])[C:28](=[O:29])[CH2:27][CH:26]([OH:38])[CH:25]([CH3:39])[CH:24]([C:40]([CH3:51])=[CH:41][CH:42]1[CH2:43][CH2:44][CH:45]([OH:50])[CH:46]([O:48][CH3:49])[CH2:47]1)[O:23][C:21](=[O:22])[CH:20]1[N:15]([CH2:16][CH2:17][CH2:18][CH2:19]1)[C:13](=[O:14])[C:11]2=[O:12]. Procedure: A solution of the FR-900506 substance (50 mg) in ethyl acetate (2 ml) was subjected to catalytic reduction using 10% palladium on carbon (10 mg) under atmospheric pressure at room temperature for 20 minutes. The reaction mixture was filtered and the filtrate was evaporated to dryness, which was purified on thin layer chromatography. Development with a mixture of chloroform and acetone (5:1 v/v) gave 1,14-dihydroxy-12-[2-(4-hydroxy-3-methoxycyclohexyl)-1-methylvinyl]-23,25-dimethoxy-13,19,21,27-t... Starting materials: CC(C)(C)OC(=O)N1CCC(O)C1, CCOC(C)=O, CCOC(=O)N=NC(=O)OCC, C1CCOC1, CCOC(=O)Cc1ccc(O)cc1, c1ccc(P(c2ccccc2)c2ccccc2)cc1. Product: CCOC(=O)Cc1ccc(OC2CCN(C(=O)OC(C)(C)C)C2)cc1. RXN SMILES: [C:14]([CH3:15])([CH3:16])([CH3:17])[O:18][C:19](=[O:20])[N:21]1[CH2:22][CH:23]([OH:26])[CH2:24][CH2:25]1.[CH3:63][CH2:64][O:65][C:66](=[O:67])[CH3:68].[O:46]=[C:47]([O:48][CH2:49][CH3:50])[N:51]=[N:52][C:53]([O:54][CH2:55][CH3:56])=[O:57].[O:58]1[CH2:59][CH2:60][CH2:61][CH2:62]1.[OH:1][c:2]1[cH:3][cH:4][c:5]([CH2:8][C:9](=[O:10])[O:11][CH2:12][CH3:13])[cH:6][cH:7]1.[c:27]1([P:28]([c:29]2[cH:30][cH:31][cH:32][cH:33][cH:34]2)[c:35]2[cH:36][cH:37][cH:38][cH:39][cH:40]2)[cH:41][cH:42][cH:43][cH:44][cH:45]1>>[O:1]([c:2]1[cH:3][cH:4][c:5]([CH2:8][C:9](=[O:10])[O:11][CH2:12][CH3:13])[cH:6][cH:7]1)[CH:23]1[CH2:22][N:21]([C:19]([O:18][C:14]([CH3:15])([CH3:16])[CH3:17])=[O:20])[CH2:25][CH2:24]1. The reactants are [BH4-], CCn1c2ccc(C=O)cc2c2cc(NC(C)=O)ccc21, CCO, [Na+]. Yields the product CCn1c2ccc(CO)cc2c2cc(NC(C)=O)ccc21. As a reaction SMILES: [BH4-:22].[CH2:1]([CH3:2])[n:3]1[c:4]2[cH:5][cH:6][c:7]([CH:20]=[O:21])[cH:8][c:9]2[c:10]2[cH:11][c:12]([NH:16][C:17]([CH3:18])=[O:19])[cH:13][cH:14][c:15]12.[CH3:24][CH2:25][OH:26].[Na+:23]>>[CH2:1]([CH3:2])[n:3]1[c:4]2[cH:5][cH:6][c:7]([CH2:20][OH:21])[cH:8][c:9]2[c:10]2[cH:11][c:12]([NH:16][C:17]([CH3:18])=[O:19])[cH:13][cH:14][c:15]12.